From a dataset of the Open Reaction Database (ORD), a public repository of structured organic reaction records. describe an organic reaction: reactants, conditions, products, and yield Starting materials: C(C)(C)(C)OC(=O)N1CC(C(C1)O)N1CCN(CC1)CC1=CC=C(C=C1)Cl (3-[4-(4-Chloro-benzyl)-piperazin-1-yl]-4-hydroxy-pyrrolidine-1-carboxylic acid tert-butyl ester). Run in C(=O)O (Formic acid). The product is ClC1=CC=C(CN2CCN(CC2)C2C(CNC2)O)C=C1 (4-[4-(4-Chloro-benzyl)-piperazin-1-yl]-pyrrolidin-3-ol). Reaction SMILES: C(OC([N:8]1[CH2:12][CH:11]([OH:13])[CH:10]([N:14]2[CH2:19][CH2:18][N:17]([CH2:20][C:21]3[CH:26]=[CH:25][C:24]([Cl:27])=[CH:23][CH:22]=3)[CH2:16][CH2:15]2)[CH2:9]1)=O)(C)(C)C>C(O)=O>[Cl:27][C:24]1[CH:25]=[CH:26][C:21]([CH2:20][N:17]2[CH2:18][CH2:19][N:14]([CH:10]3[CH2:9][NH:8][CH2:12][CH:11]3[OH:13])[CH2:15][CH2:16]2)=[CH:22][CH:23]=1. Procedure: The desired compound was prepared from 3-[4-(4-Chloro-benzyl)-piperazin-1-yl]-4-hydroxy-pyrrolidine-1-carboxylic acid tert-butyl ester in a manner similar to that described in Example 5. 1H-NMR (300 MHz, DMSO, HCl salt): δ 2.80-3.60 (m, 12H), 4.20-4.35 (m, 4H), 7.51 (d, 2H), 7.66 (d, 2H). Retention Time (LC, method: Formic acid polar): 0.68 min. MS (M+H+): 296 Reactants: ClCCCC(=O)C1=CC=C(C=C1)C(C=1OCC(N1)(C)C)(C)C (4-(4-chloro-1-oxobutyl)-α,α-dimethyl-α-(4,4-dimethyloxazolin-2-yl)toluene), Cl (hydrochloric acid), O1CCOCC1 (1,4-dioxane). Product: ClCCCC(=O)C1=CC=C(C=C1)C(C(=O)O)(C)C (4-(4-chloro-1-oxobutyl)-α,α-dimethylphenylacetic acid). Reaction SMILES: [Cl:1][CH2:2][CH2:3][CH2:4][C:5]([C:7]1[CH:12]=[CH:11][C:10]([C:13]([CH3:22])([CH3:21])[C:14]2[O:15]CC(C)(C)N=2)=[CH:9][CH:8]=1)=[O:6].Cl.[O:24]1CCOCC1>>[Cl:1][CH2:2][CH2:3][CH2:4][C:5]([C:7]1[CH:8]=[CH:9][C:10]([C:13]([CH3:22])([CH3:21])[C:14]([OH:15])=[O:24])=[CH:11][CH:12]=1)=[O:6]. Reported procedure: A mixture of 4-(4-chloro-1-oxobutyl)-α,α-dimethyl-α-(4,4-dimethyloxazolin-2-yl)toluene, prepared according to Example 3, (47.8 g, 0.15 mole), 150 mL concentrated hydrochloric acid, and 150 mL 1,4-dioxane is brought to reflux for 18 hours. The mixture is extracted three times with ethyl acetate. The organics are washed with saturated NaCl solution, dried over MgSO4, and concentrated. Crude product is purified by column chromatography using silica gel, and eluting with hexane/ethyl acetate/acetic ...